From a dataset of the Open Reaction Database (ORD), a public repository of structured organic reaction records. describe an organic reaction: reactants, conditions, products, and yield The reactants are N1CCC(C(=O)O)CC1 (Isonipecotic acid), C([O-])([O-])=O.[Na+].[Na+] (sodium carbonate), C(C1=CC=CC=C1)C(=O)[O-] (benzylformate). Run at temperature 0 celsius, time 30 minute. Product: C(=O)(OCC1=CC=CC=C1)N1CCC(C(=O)O)CC1 (CBZ-isonipecotic acid). As a reaction SMILES: [NH:1]1[CH2:9][CH2:8][CH:4]([C:5]([OH:7])=[O:6])[CH2:3][CH2:2]1.[CH2:10](C([O-])=O)[C:11]1[CH:16]=[CH:15][CH:14]=[CH:13][CH:12]=1.[C:20](=O)([O-:22])[O-:21].[Na+].[Na+]>>[C:20]([N:1]1[CH2:9][CH2:8][CH:4]([C:5]([OH:7])=[O:6])[CH2:3][CH2:2]1)([O:22][CH2:10][C:11]1[CH:12]=[CH:13][CH:14]=[CH:15][CH:16]=1)=[O:21] |f:2.3.4|. Procedure details: Isonipecotic acid (5 g) was dissolved in 10% sodium carbonate (100 ml) and cooled to 0° C. Then benzylformate (6.6 ml) was added dropwise and stirred at 0° C. for 30 minutes. The reaction mixture was then removed to an ice bath and stirred for 18 hours. The reaction mixture was then poured into 2 M hydrochloric acid (100 ml). Ethyl acetate (300 ml) was added and the organic layer taken and washed with hydrochloric acid (2×100 ml) and saturated sodium chloride (75 ml). The organic layer was dried... Starting materials: CCN(C(C)C)C(C)C, CCCO, CS(C)=O, CCOC(C)=O, CCCCCC, Clc1ncnc2nc[nH]c12, Clc1ncnc2c1ncn2C1CCCO1, NCc1ccc(O)cc1. Yields the product Oc1ccc(CNc2ncnc3c2ncn3C2CCCO2)cc1. Reaction SMILES: [CH2:35]([N:36]([CH:37]([CH3:38])[CH3:39])[CH:40]([CH3:41])[CH3:42])[CH3:43].[CH2:44]([OH:45])[CH2:46][CH3:47].[CH3:48][S:49]([CH3:50])=[O:51].[CH3:52][CH2:53][O:54][C:55]([CH3:56])=[O:57].[CH3:58][CH2:59][CH2:60][CH2:61][CH2:62][CH3:63].[Cl:16][c:17]1[n:18][cH:19][n:20][c:21]2[c:22]1[nH:23][cH:24][n:25]2.[Cl:1][c:2]1[c:3]2[n:4][cH:5][n:6]([CH:11]3[O:12][CH2:13][CH2:14][CH2:15]3)[c:7]2[n:8][cH:9][n:10]1.[OH:26][c:27]1[cH:28][cH:29][c:30]([CH2:31][NH2:32])[cH:33][cH:34]1>>[c:2]1([NH:32][CH2:31][c:30]2[cH:29][cH:28][c:27]([OH:26])[cH:34][cH:33]2)[c:3]2[n:4][cH:5][n:6]([CH:11]3[O:12][CH2:13][CH2:14][CH2:15]3)[c:7]2[n:8][cH:9][n:10]1. Starting materials: [N+](=O)([O-])C1=CN=C(N1C)C (5-nitro-1,2-dimethylimidazole), CN(C)C(OC(C)(C)C)N(C)C (bis-dimethylamino-tert.-butoxymethane). Run in CN(C=O)C (dimethylformamide). Product: [N+](=O)([O-])C1=CN=C(N1C)C=CN(C)C (5-nitro-1-methyl-2-(2-dimethylaminovinyl)-imidazole). RXN SMILES: [N+:1]([C:4]1[N:8]([CH3:9])[C:7]([CH3:10])=[N:6][CH:5]=1)([O-:3])=[O:2].[CH3:11][N:12]([CH:14](N(C)C)OC(C)(C)C)[CH3:13]>CN(C)C=O>[N+:1]([C:4]1[N:8]([CH3:9])[C:7]([CH:10]=[CH:11][N:12]([CH3:14])[CH3:13])=[N:6][CH:5]=1)([O-:3])=[O:2]. Procedure details: 14.1 g. (0.1 mole) of 5-nitro-1,2-dimethylimidazole and 21 g. (0.12 mole) of bis-dimethylamino-tert.-butoxymethane were heated in 90 ml. of dimethylformamide to 130° C. for 15 minutes. After cooling, the red crystals were vacuum-filtered and recrystallized from dimethylformamide. Reactants: ClC1=CC=C(C=C1)C(C)(C)NCCCN1C=NC=C1 (N-[1-(4-chlorophenyl)-1-methylethyl]-3-(imidazol-1-yl)propylamine), C=O (formaldehyde). The solvent is C(=O)O (formic acid). Yields the product ClC1=CC=C(C=C1)C(C)(C)N(C)CCCN1C=NC=C1 (N-[1-(4-chlorophenyl)-1-methylethyl]-3-(imidazol-1-yl)-N-methylpropylamine). As a reaction SMILES: [Cl:1][C:2]1[CH:7]=[CH:6][C:5]([C:8]([NH:11][CH2:12][CH2:13][CH2:14][N:15]2[CH:19]=[CH:18][N:17]=[CH:16]2)([CH3:10])[CH3:9])=[CH:4][CH:3]=1.[CH2:20]=O>C(O)=O>[Cl:1][C:2]1[CH:7]=[CH:6][C:5]([C:8]([N:11]([CH2:12][CH2:13][CH2:14][N:15]2[CH:19]=[CH:18][N:17]=[CH:16]2)[CH3:20])([CH3:10])[CH3:9])=[CH:4][CH:3]=1. Reported procedure: In a similar manner to Example 90, N-[1-(4-chlorophenyl)-1-methylethyl]-3-(imidazol-1-yl)propylamine was reacted with formaldehyde and formic acid to give N-[1-(4-chlorophenyl)-1-methylethyl]-3-(imidazol-1-yl)-N-methylpropylamine, b.p. 170° C. (0.03 mmHg). Starting materials: ClCCCl, CNC, N#CC(CC=O)c1ccc(I)cc1. Yields the product CN(C)CCC(C#N)c1ccc(I)cc1. As a reaction SMILES: [CH2:17]([Cl:18])[CH2:19][Cl:20].[CH3:14][NH:15][CH3:16].[I:1][c:2]1[cH:3][cH:4][c:5]([CH:8]([C:9]#[N:10])[CH2:11][CH:12]=[O:13])[cH:6][cH:7]1>>[I:1][c:2]1[cH:3][cH:4][c:5]([CH:8]([C:9]#[N:10])[CH2:11][CH2:12][N:15]([CH3:14])[CH3:16])[cH:6][cH:7]1. The reactants are FC=1C=C(C=O)C=CC1OC (3-fluoro-4-methoxybenzaldehyde), C(C)OP(=O)(OCC)CC(=O)OCC (ethyl diethylphosphonoacetate), C(C)(=O)OCC (ethyl acetate), [H-].[Na+] (sodium hydride). The solvent is C(C)OCCOCC (1,2-diethoxyethane). Run at time 10 minute. Product: FC=1C=C(C=CC1OC)C=CC(=O)OCC (ethyl 3-(3-fluoro-4-methyloxyphenyl)acrylate). Reaction SMILES: [F:1][C:2]1[CH:3]=[C:4]([CH:7]=[CH:8][C:9]=1[O:10][CH3:11])[CH:5]=O.C(OP([CH2:20][C:21]([O:23][CH2:24][CH3:25])=[O:22])(OCC)=O)C.[H-].[Na+].C(OCC)(=O)C>C(OCCOCC)C>[F:1][C:2]1[CH:3]=[C:4]([CH:5]=[CH:20][C:21]([O:23][CH2:24][CH3:25])=[O:22])[CH:7]=[CH:8][C:9]=1[O:10][CH3:11] |f:2.3|. Reported procedure: A solution of 3-fluoro-4-methoxybenzaldehyde (2.20 g, Ald) in 1,2-diethoxyethane (5 ml) was added with ethyl diethylphosphonoacetate (3.12 ml, TCI) and then added with 60% sodium hydride (624 mg) under ice cooling. The reaction mixture was stirred for 10 minutes, then warmed to room temperature and stirred for 5 hours. The reaction mixture was added with ethyl acetate (90 ml) and washed successively with saturated aqueous sodium hydrogencarbonate, saturated aqueous ammonium chloride and saturate... Starting materials: O=C([O-])[O-], Cc1nc(C=Cc2cn(-c3ccccc3)nc2O)cs1, CN(C)C=O, CCOC(=O)Cc1ccc(-c2nc(COc3ccc(CCl)cc3OC)c(C)o2)cc1, Cl, [K+], [K+], O. Yields the product CCOC(=O)Cc1ccc(-c2nc(COc3ccc(COc4nn(-c5ccccc5)cc4C=Cc4csc(C)n4)cc3OC)c(C)o2)cc1. RXN SMILES: [C:52](=[O:53])([O-:54])[O-:55].[CH3:32][c:33]1[s:34][cH:35][c:36]([CH:38]=[CH:39][c:40]2[c:41]([OH:51])[n:42][n:43](-[c:45]3[cH:46][cH:47][cH:48][cH:49][cH:50]3)[cH:44]2)[n:37]1.[CH3:58][N:59]([CH3:60])[CH:61]=[O:62].[Cl:1][CH2:2][c:3]1[cH:4][c:5]([O:29][CH3:30])[c:6]([O:7][CH2:8][c:9]2[n:10][c:11](-[c:15]3[cH:16][cH:17][c:18]([CH2:21][C:22](=[O:23])[O:24][CH2:25][CH3:26])[cH:19][cH:20]3)[o:12][c:13]2[CH3:14])[cH:27][cH:28]1.[ClH:31].[K+:56].[K+:57].[OH2:63]>>[CH2:2]([c:3]1[cH:4][c:5]([O:29][CH3:30])[c:6]([O:7][CH2:8][c:9]2[n:10][c:11](-[c:15]3[cH:16][cH:17][c:18]([CH2:21][C:22](=[O:23])[O:24][CH2:25][CH3:26])[cH:19][cH:20]3)[o:12][c:13]2[CH3:14])[cH:27][cH:28]1)[O:51][c:41]1[c:40]([CH:39]=[CH:38][c:36]2[cH:35][s:34][c:33]([CH3:32])[n:37]2)[cH:44][n:43](-[c:45]2[cH:46][cH:47][cH:48][cH:49][cH:50]2)[n:42]1. Reactants: NC1C(CCC2=CC=CC=C12)CC1=CC=CC=C1 (1-amino-2-benzyltetralin), C(=O)(OC)C=1C=C(C=O)C=CC1 (3-carbomethoxybenzaldehyde). Solvent: C(C)(=O)OCC.CCCCCC (ethyl acetate hexane). Product: COC(C1=CC(=CC=C1)CN[C@H]1[C@@H](CCC2=CC=CC=C12)CC1=CC=CC=C1)=O (trans-3-[(2-Benzyl-1,2,3,4-tetrahydro-naphthalen-1-ylamino)-methyl]-benzoic acid methyl ester). The yield is 28.0%. RXN SMILES: [NH2:1][CH:2]1[C:11]2[C:6](=[CH:7][CH:8]=[CH:9][CH:10]=2)[CH2:5][CH2:4][CH:3]1[CH2:12][C:13]1[CH:18]=[CH:17][CH:16]=[CH:15][CH:14]=1.[C:19]([C:23]1[CH:24]=[C:25]([CH:28]=[CH:29][CH:30]=1)[CH:26]=O)([O:21][CH3:22])=[O:20]>C(OCC)(=O)C.CCCCCC>[CH3:22][O:21][C:19](=[O:20])[C:23]1[CH:30]=[CH:29][CH:28]=[C:25]([CH2:26][NH:1][C@@H:2]2[C:11]3[C:6](=[CH:7][CH:8]=[CH:9][CH:10]=3)[CH2:5][CH2:4][C@H:3]2[CH2:12][C:13]2[CH:18]=[CH:17][CH:16]=[CH:15][CH:14]=2)[CH:24]=1 |f:2.3|. Procedure details: In a procedure similar to preparation C, the title compound was prepared from 1-amino-2-benzyltetralin and 3-carbomethoxybenzaldehyde. The trans isomer was isolated as an oil in 28% yield following chromatography on silica gel with ethyl acetate/hexane. The reactants are NC1=C(C(=O)O)C=CC(=C1)[N+](=O)[O-] (2-amino-4-nitrobenzoic acid), C(=O)N (formamide), C(=O)(O)[O-].[Na+] (NaHCO3). Conditions: temperature 150 celsius. The product is [N+](=O)([O-])C1=CC=C2C(NC=NC2=C1)=O (7-nitroquinazolin-4(3H)-one). Isolated yield 70.4%. Reaction SMILES: [NH2:1][C:2]1[CH:10]=[C:9]([N+:11]([O-:13])=[O:12])[CH:8]=[CH:7][C:3]=1[C:4]([OH:6])=O.[CH:14]([NH2:16])=O.C([O-])(O)=O.[Na+]>>[N+:11]([C:9]1[CH:10]=[C:2]2[C:3]([C:4](=[O:6])[NH:16][CH:14]=[N:1]2)=[CH:7][CH:8]=1)([O-:13])=[O:12] |f:2.3|. Procedure details: A mixture of 2-amino-4-nitrobenzoic acid (5.0 g, 27.5 mmol) and formamide (8.0 ml, 201.5 mmol) in a microwave reaction vessel was heated in a microwave reactor at 150° C. for 1 hr. The slurry was cooled to rt, stirred with aq. NaHCO3, filtered, washed with water followed by ether and dried in vacuum oven to provide 3.7 g of 7-nitroquinazolin-4(3H)-one (Compound 98-1). The reactants are O=C(O)CCCCn1cc(C=C2CN(C(C(=O)C3CC3)c3ccccc3F)CCC2S)nn1, CC(=O)OC(C)=O, Cl. Product: CC(=O)SC1CCN(C(C(=O)C2CC2)c2ccccc2F)CC1=Cc1cn(CCCCC(=O)O)nn1. RXN SMILES: [C:2](=[O:3])([OH:4])[CH2:5][CH2:6][CH2:7][CH2:8][n:9]1[n:10][n:11][c:12]([CH:14]=[C:15]2[CH2:16][N:17]([CH:22]([C:23](=[O:24])[CH:25]3[CH2:26][CH2:27]3)[c:28]3[c:29]([F:34])[cH:30][cH:31][cH:32][cH:33]3)[CH2:18][CH2:19][CH:20]2[SH:21])[cH:13]1.[CH3:35][C:36](=[O:37])[O:38][C:39](=[O:40])[CH3:41].[ClH:1]>>[C:2](=[O:3])([OH:4])[CH2:5][CH2:6][CH2:7][CH2:8][n:9]1[n:10][n:11][c:12]([CH:14]=[C:15]2[CH2:16][N:17]([CH:22]([C:23](=[O:24])[CH:25]3[CH2:26][CH2:27]3)[c:28]3[c:29]([F:34])[cH:30][cH:31][cH:32][cH:33]3)[CH2:18][CH2:19][CH:20]2[S:21][C:36]([CH3:35])=[O:37])[cH:13]1.